Task: describe an organic reaction: reactants, conditions, products, and yield. Dataset: the Open Reaction Database (ORD), a public repository of structured organic reaction records Product: C(CCC)NS(=O)(=O)C=1C=2C=CN=CC2C=CC1 (N-n-butyl-5-isoquinolinesulfonamide). Run at time 12 hour. Reactants: Compound ( 27 ), C([O-])([O-])=O.[K+].[K+] (potassium carbonate), C(CCC)N (n-butylamine), C(Cl)(Cl)Cl (chloroform), C1=NC=CC=2C(=CC=CC12)S(=O)(=O)Cl (5-isoquinolinesulfonyl chloride). The yield is 71.8%. The solvent is ClCCl (dichloromethane). As a reaction SMILES: [CH:1]1[C:10]2[CH:9]=[CH:8][CH:7]=[C:6]([S:11](Cl)(=[O:13])=[O:12])[C:5]=2[CH:4]=[CH:3][N:2]=1.C(=O)([O-])[O-].[K+].[K+].[CH2:21]([NH2:25])[CH2:22][CH2:23][CH3:24].C(Cl)(Cl)Cl>ClCCl>[CH2:21]([NH:25][S:11]([C:6]1[C:5]2[CH:4]=[CH:3][N:2]=[CH:1][C:10]=2[CH:9]=[CH:8][CH:7]=1)(=[O:13])=[O:12])[CH2:22][CH2:23][CH3:24] |f:1.2.3|. Procedure: In 100 ml of dichloromethane was dissolved 2.28 g of 5-isoquinolinesulfonyl chloride, and to the solution were added 1.38 g of anhydrous potassium carbonate and 1.46 g of n-butylamine, and the mixture thus obtained was stirred at a temperature of 20° C. to 25° C. for 12 hours. The reaction solution was washed with water, dried with anhydrous magnesium sulfate, and the dichloromethane was distilled therefrom under reduced pressure. The residue thus obtained was subjected to a silica gel column ch...